Dataset: the Open Reaction Database (ORD), a public repository of structured organic reaction records. Task: describe an organic reaction: reactants, conditions, products, and yield Starting materials: ClC1=CC=C(CC2=CC=C(N2C)C(C(=O)O)C)C=C1 (5-(p-Chlorobenzyl)-α-methyl-1-methylpyrrole-2-acetic acid), C(C)O (ethanol), ClC1=CC=C(C(=O)C2=CC=C(N2C)C(C(=O)OCC)C)C=C1 (ethyl 5-(p-chlorobenzoyl)-α-methyl-1-methylpyrrole- 2-acetate), [OH-].[Na+] (sodium hydroxide). The solvent is O (water). Product: ClC1=CC=C(C(=O)C2=CC=C(N2C)C(C(=O)O)C)C=C1 (5-(p-chlorobenzoyl)-α-methyl-1-methylpyrrole-2-acetic acid). As a reaction SMILES: ClC1C=CC(CC2N(C)C(C(C)C(O)=O)=CC=2)=CC=1.[Cl:20][C:21]1[CH:41]=[CH:40][C:24]([C:25]([C:27]2[N:31]([CH3:32])[C:30]([CH:33]([CH3:39])[C:34]([O:36]CC)=[O:35])=[CH:29][CH:28]=2)=[O:26])=[CH:23][CH:22]=1.[OH-].[Na+].C(O)C>O>[Cl:20][C:21]1[CH:41]=[CH:40][C:24]([C:25]([C:27]2[N:31]([CH3:32])[C:30]([CH:33]([CH3:39])[C:34]([OH:36])=[O:35])=[CH:29][CH:28]=2)=[O:26])=[CH:23][CH:22]=1 |f:2.3|. Procedure details: 5-(p-Chlorobenzyl)-α-methyl-1-methylpyrrole-2-acetic acid: A solution of 4.05 g. (0.0126 mole) of ethyl 5-(p-chlorobenzoyl)-α-methyl-1-methylpyrrole- 2-acetate, 15 ml. of 1N sodium hydroxide solution and 2 ml. of ethanol is refluxed for 30 minutes. The solution is cooled, diluted with water and filtered. The filtrate is acidified with dilute hydrochloric acid. The precipitated solid is collected and recrystallized from methanol-water to give a white crystalline solid, 5-(p-chlorobenzoyl)-α-methy... The reactants are CC(C)(OC(=O)N[C@@H](CC1=CC=CC=C1)C(=O)O)C (N-[(1,1-dimethylethoxy)carbonyl]phenylalanine), C([O-])(O)=O.[Na+] (sodium bicarbonate). The solvent is CN(C=O)C (dimethylformamide). The product is CC(C)(OC(=O)N[C@@H](CC1=CC=CC=C1)C(=O)OC)C (N-[(1,1-dimethylethoxy)carbonyl]-L-phenylalanine, methyl ester). Yield: 99.7%. RXN SMILES: [CH3:1][C:2]([CH3:19])([O:4][C:5]([NH:7][C@H:8]([C:16]([OH:18])=[O:17])[CH2:9][C:10]1[CH:15]=[CH:14][CH:13]=[CH:12][CH:11]=1)=[O:6])[CH3:3].[C:20](=O)(O)[O-].[Na+]>CN(C)C=O>[CH3:3][C:2]([CH3:19])([O:4][C:5]([NH:7][C@H:8]([C:16]([O:18][CH3:20])=[O:17])[CH2:9][C:10]1[CH:15]=[CH:14][CH:13]=[CH:12][CH:11]=1)=[O:6])[CH3:1] |f:1.2|. Reported procedure: To a solution containing N-[(1,1-dimethylethoxy)carbonyl]phenylalanine (10 g, 37.7 mmole) in dimethylformamide (40 ml) is added solid sodium bicarbonate (4.75 g, 56.6 mmole) and iodometbane (16 g, 113 mmole). The mixture is heated at 40° under argon for 12 hours, the cooled and the reaction mixture partitioned between water (150 ml) and ether (250 ml). The organic layer is rinsed with 2% aqueous sodium bicarbonate (2×100 ml), 2% aqueous sodium bisulfite (100 ml), water (2×100 ml), and brine, dri... The reactants are FCC1(OC2=C(C(=C1)C(=O)O)C=C(C=C2)C(C(C(F)(F)F)(F)F)(F)F)CF (2,2-bis(fluoromethyl)-6-heptafluoropropyl-2H-1-benzopyran-4-carboxylic acid), FCC1(OC2=C(C(=C1)C(=O)NC)C=C(C=C2)C(C(C(F)(F)F)(F)F)(F)F)CF (2,2-bis(fluoromethyl)-6-heptafluoropropyl-N-methyl-2H-1-benzopyran-4-carboxamide), Example 7 ( 3 ). Yields the product C(C)OC(=O)C1=CC(OC2=C1C=CC=C2)(CF)CF (2,2-Bis(fluoromethyl)-2H-1-benzopyran-4-carboxylic acid ethyl ester). Reaction SMILES: [F:1][CH2:2][C:3]1([CH2:26][F:27])[CH:8]=[C:7]([C:9]([OH:11])=[O:10])[C:6]2[CH:12]=[C:13](C(F)(F)C(F)(F)C(F)(F)F)[CH:14]=[CH:15][C:5]=2[O:4]1.F[CH2:29][C:30]1(CF)C=C(C(NC)=O)C2C=C(C(F)(F)C(F)(F)C(F)(F)F)C=CC=2O1>>[CH2:29]([O:11][C:9]([C:7]1[C:6]2[CH:12]=[CH:13][CH:14]=[CH:15][C:5]=2[O:4][C:3]([CH2:2][F:1])([CH2:26][F:27])[CH:8]=1)=[O:10])[CH3:30]. Reported procedure: Using 2,2-bis(fluoromethyl)-6-heptafluoropropyl-2H-1-benzopyran-4-carboxylic acid, an oily product of 2,2-bis(fluoromethyl)-6-heptafluoropropyl-N-methyl-2H-1-benzopyran-4-carboxamide as in Example 7 (3). Reactants: BrC=1C=CC(=NC1OC(C(F)(F)F)C)C(=O)O (5-Bromo-6-(1,1,1-trifluoropropan-2-yloxy)picolinic acid), O (water), C1(CC1)[B-](F)(F)F.[K+] (potassium cyclopropyltrifluoroborate), C([O-])([O-])=O.[Cs+].[Cs+] (cesium carbonate). The solvent is C1(=CC=CC=C1)C (toluene). Reagents/catalysts: C(CCC)PC12CC3CC(CC(C1)C3)C2 (Butyl-1-adamantylphosphin), C(C)(=O)[O-].[Pd+2].C(C)(=O)[O-] (palladium(II)acetate). Procedure: 5-Bromo-6-(1,1,1-trifluoropropan-2-yloxy)picolinic acid (2 g, 6.37 mmol), potassium cyclopropyltrifluoroborate (952 mg, 6.43 mmol), cesium carbonate (6.22 g, 19.1 mmol) and palladium(II)acetate (28.6 mg, 127 μmol) were suspended in toluene (55 mL) and water (6.11 mL) under an argon atmosphere. Butyl-1-adamantylphosphin (68.5 mg, 191 μmol) was added, the reaction mixture was heated to 120° C. for 1 d, poured onto ice-water/1N HCl (150 mL) and extracted with EtOAc (2×300 mL). The combined organic ... As a reaction SMILES: Br[C:2]1[CH:3]=[CH:4][C:5]([C:15]([OH:17])=[O:16])=[N:6][C:7]=1[O:8][CH:9]([CH3:14])[C:10]([F:13])([F:12])[F:11].[CH:18]1([B-](F)(F)F)[CH2:20][CH2:19]1.[K+].C(=O)([O-])[O-].[Cs+].[Cs+].O>C1(C)C=CC=CC=1.C([O-])(=O)C.[Pd+2].C([O-])(=O)C.C(PC12CC3CC(CC(C3)C1)C2)CCC>[CH:18]1([C:2]2[CH:3]=[CH:4][C:5]([C:15]([OH:17])=[O:16])=[N:6][C:7]=2[O:8][CH:9]([CH3:14])[C:10]([F:13])([F:12])[F:11])[CH2:20][CH2:19]1 |f:1.2,3.4.5,8.9.10|. Yields the product C1(CC1)C=1C=CC(=NC1OC(C(F)(F)F)C)C(=O)O (5-Cyclopropyl-6-(1,1,1-trifluoropropan-2-yloxy)picolinic acid). Isolated yield 78.7%. Run at temperature 120 celsius. Run in ClCCl (dichloromethane). Reactants: FC(C(=O)O)(F)F (trifluoroacetic acid), C(C)(=O)OCCCNC([C@@H](CC1=CC=CC=C1)N(C)C([C@@H](CC1=CC2=CC=CC=C2C=C1)N(C)C(=O)OC(C)(C)C)=O)=O (3-((2R)-2-(N-((2R)-2-(N-(tert-butoxycarbonyl)-N-methylamino)-3-(2-naphthyl)propionyl)-N-methylamino)-3-phenylpropionylamino)propyl acetate). Isolated yield 67.7%. Procedure details: At 0° C., trifluoroacetic acid (3 mL) was added to a solution of 3-((2R)-2-(N-((2R)-2-(N-(tert-butoxycarbonyl)-N-methylamino)-3-(2-naphthyl)propionyl)-N-methylamino)-3-phenylpropionylamino)propyl acetate (885 mg, 1.50 mmol) in dichloromethane (3 mL). The reaction mixture was stirred for 5 min. The solvents were removed in vacuo at 20° C. The residue was dissolved in dichloromethane (40 mL). The procedure was repeated twice. The crude product was purified by flash chromatography on silica (45 g) ... Conditions: time 5 minute. Product: C(C)(=O)OCCCNC([C@@H](CC1=CC=CC=C1)N(C)C([C@@H](CC1=CC2=CC=CC=C2C=C1)NC)=O)=O (3-((2R)-2-(N-((2R)-2-methylamino-3-(2-naphthyl)propionyl)-N-methylamino)-3-phenylpropionylamino)propyl acetate). Reaction SMILES: FC(F)(F)C(O)=O.[C:8]([O:11][CH2:12][CH2:13][CH2:14][NH:15][C:16](=[O:50])[C@H:17]([N:25]([C:27](=[O:49])[C@H:28]([N:40](C(OC(C)(C)C)=O)[CH3:41])[CH2:29][C:30]1[CH:39]=[CH:38][C:37]2[C:32](=[CH:33][CH:34]=[CH:35][CH:36]=2)[CH:31]=1)[CH3:26])[CH2:18][C:19]1[CH:24]=[CH:23][CH:22]=[CH:21][CH:20]=1)(=[O:10])[CH3:9]>ClCCl>[C:8]([O:11][CH2:12][CH2:13][CH2:14][NH:15][C:16](=[O:50])[C@H:17]([N:25]([C:27](=[O:49])[C@H:28]([NH:40][CH3:41])[CH2:29][C:30]1[CH:39]=[CH:38][C:37]2[C:32](=[CH:33][CH:34]=[CH:35][CH:36]=2)[CH:31]=1)[CH3:26])[CH2:18][C:19]1[CH:20]=[CH:21][CH:22]=[CH:23][CH:24]=1)(=[O:10])[CH3:9]. Reactants: CN1CCC=2NC=3C=CC(=CC3C2CC1)C (3,9-Dimethyl-1,2,3,4,5,6-hexahydroazepino[4,5-b]indole), ClCC(=O)N1CCCC1 (2-Chloro-1-(pyrrolidin-1-yl)ethanone), N1[C@H](C(=O)O)CCC1 (L-proline), [O-]P(=O)([O-])[O-].[K+].[K+].[K+] (K3PO4). The reagents and catalysts are [Cu]I (CuI). Solvent: CN(C)C=O (DMF). Run at time 10 minute. Product: CN1CCC=2N(C=3C=CC(=CC3C2CC1)C)CC(=O)N1CCCC1 (2-(3,9-dimethyl-2,3,4,5-tetrahydroazepino[4,5-b]indol-6(1H)-yl)-1-(pyrrolidin-1-yl)ethanone). Isolated yield 2.7%. Reaction SMILES: [CH3:1][N:2]1[CH2:15][CH2:14][C:13]2[C:12]3[CH:11]=[C:10]([CH3:16])[CH:9]=[CH:8][C:7]=3[NH:6][C:5]=2[CH2:4][CH2:3]1.N1CCC[C@H]1C(O)=O.[O-]P([O-])([O-])=O.[K+].[K+].[K+].Cl[CH2:34][C:35]([N:37]1[CH2:41][CH2:40][CH2:39][CH2:38]1)=[O:36]>[Cu]I.CN(C=O)C>[CH3:1][N:2]1[CH2:15][CH2:14][C:13]2[C:12]3[CH:11]=[C:10]([CH3:16])[CH:9]=[CH:8][C:7]=3[N:6]([CH2:34][C:35]([N:37]3[CH2:41][CH2:40][CH2:39][CH2:38]3)=[O:36])[C:5]=2[CH2:4][CH2:3]1 |f:2.3.4.5|. Reported procedure: The title compound was prepared by following general procedure 7. 3,9-Dimethyl-1,2,3,4,5,6-hexahydroazepino[4,5-b]indole (100 mg, 0.46 mmol), was taken into DMF. To the above solution CuI (9 mg, 0.046 mmol), L-proline (11 mg, 0.093 mmol), K3PO4 (198 mg, 0.93 mmol) were added and stirred for 10 min. at RT. 2-Chloro-1-(pyrrolidin-1-yl)ethanone (82 mg, 0.56 mmol) was added dropwise. The reaction mixture was heated at 90° C. for 12 h. After completion of reaction, the reaction mixture was filtered t...